This data is from the Open Reaction Database (ORD), a public repository of structured organic reaction records. The task is: describe an organic reaction: reactants, conditions, products, and yield Reactants: C(C)(C)N1N=CC=C1C1=C(CCOC1)C(=O)OCC (ethyl 5-(1-isopropyl-1H-pyrazol-5-yl)-3,6-dihydro-2H-pyran-4-carboxylate). Reagents/catalysts: [Pd] (Pd/C), [Pd] (Pd/C). The solvent is CCO (EtOH), CCO (EtOH), O (water), C(Cl)(Cl)Cl (CHCl3). Conditions: time 3 day. Product: C(C)(C)N1N=CC=C1[C@H]1COCC[C@H]1C(=O)OCC ((±)ethyl(3S,4R)-3-(1-isopropyl-1H-pyrazol-5-yl)tetrahydro-2H-pyran-4-carboxylate). Isolated yield 69.2%. As a reaction SMILES: [CH:1]([N:4]1[C:8]([C:9]2[CH2:14][O:13][CH2:12][CH2:11][C:10]=2[C:15]([O:17][CH2:18][CH3:19])=[O:16])=[CH:7][CH:6]=[N:5]1)([CH3:3])[CH3:2]>CCO.O.C(Cl)(Cl)Cl.[Pd]>[CH:1]([N:4]1[C:8]([C@@H:9]2[C@H:10]([C:15]([O:17][CH2:18][CH3:19])=[O:16])[CH2:11][CH2:12][O:13][CH2:14]2)=[CH:7][CH:6]=[N:5]1)([CH3:3])[CH3:2]. Procedure details: To a solution of ethyl 5-(1-isopropyl-1H-pyrazol-5-yl)-3,6-dihydro-2H-pyran-4-carboxylate (100 mg, 0.38 mmol) in EtOH (2 mL) was added Pd/C (50 mg), then it was charged with H2 (1 atm) and stirred at room temperature for 3 days, Mass spec shows about 50% conversion. The mixture was then added a solution of NH4CO2H (200 mg) in water (2 ml) and additional Pd/C, and the mixture was further heated at 75° C. for 1.5 h, after cooled to room temperature, the reaction was diluted with EtOH, pd/C was fil...